Dataset: the Open Reaction Database (ORD), a public repository of structured organic reaction records. Task: describe an organic reaction: reactants, conditions, products, and yield The reactants are COc1ccc(CC(=O)OCC(=O)c2ccc(OCc3ccccc3)cc2)cc1, [H-], [Na+], CN(C)C=O. Product: COc1ccc(C2=C(c3ccc(OCc4ccccc4)cc3)COC2=O)cc1. RXN SMILES: [CH3:1][O:2][c:3]1[cH:4][cH:5][c:6]([CH2:9][C:10](=[O:11])[O:12][CH2:13][C:14](=[O:15])[c:16]2[cH:17][cH:18][c:19]([O:22][CH2:23][c:24]3[cH:25][cH:26][cH:27][cH:28][cH:29]3)[cH:20][cH:21]2)[cH:7][cH:8]1.[H-:31].[Na+:30].[O:32]=[CH:33][N:34]([CH3:35])[CH3:36]>>[CH3:1][O:2][c:3]1[cH:4][cH:5][c:6]([C:9]2=[C:14]([c:16]3[cH:17][cH:18][c:19]([O:22][CH2:23][c:24]4[cH:25][cH:26][cH:27][cH:28][cH:29]4)[cH:20][cH:21]3)[CH2:13][O:12][C:10]2=[O:11])[cH:7][cH:8]1. Starting materials: O=C([O-])[O-], CC#N, ClCc1ccccc1, [I-], [K+], [K+], Nc1ccccc1C(=O)c1ccccc1, [Na+], O. Product: O=C(c1ccccc1)c1ccccc1. Reaction SMILES: [C:24](=[O:25])([O-:26])[O-:27].[CH3:32][C:33]#[N:34].[Cl:16][CH2:17][c:18]1[cH:19][cH:20][cH:21][cH:22][cH:23]1.[I-:31].[K+:28].[K+:29].[NH2:1][c:2]1[c:3]([C:4](=[O:5])[c:6]2[cH:7][cH:8][cH:9][cH:10][cH:11]2)[cH:12][cH:13][cH:14][cH:15]1.[Na+:30].[OH2:35]>>[cH:2]1[c:3]([C:4](=[O:5])[c:6]2[cH:7][cH:8][cH:9][cH:10][cH:11]2)[cH:12][cH:13][cH:14][cH:15]1. Reactants: CCO, CC(C)(C)c1cccc(-c2cccc(C(c3ccccc3)c3ccccc3)n2)c1OCc1ccccc1, [Pd]. Yields the product CC(C)(C)c1cccc(-c2cccc(C(c3ccccc3)c3ccccc3)n2)c1O. Reaction SMILES: [CH3:38][CH2:39][OH:40].[CH:1]([c:2]1[cH:3][cH:4][cH:5][cH:6][cH:7]1)([c:8]1[cH:9][cH:10][cH:11][cH:12][cH:13]1)[c:14]1[n:15][c:16](-[c:20]2[c:21]([O:30][CH2:31][c:32]3[cH:33][cH:34][cH:35][cH:36][cH:37]3)[c:22]([C:26]([CH3:27])([CH3:28])[CH3:29])[cH:23][cH:24][cH:25]2)[cH:17][cH:18][cH:19]1.[Pd:41]>>[CH:1]([c:2]1[cH:3][cH:4][cH:5][cH:6][cH:7]1)([c:8]1[cH:9][cH:10][cH:11][cH:12][cH:13]1)[c:14]1[n:15][c:16](-[c:20]2[c:21]([OH:30])[c:22]([C:26]([CH3:27])([CH3:28])[CH3:29])[cH:23][cH:24][cH:25]2)[cH:17][cH:18][cH:19]1.